Dataset: the Open Reaction Database (ORD), a public repository of structured organic reaction records. Task: describe an organic reaction: reactants, conditions, products, and yield The reactants are C(CC#C)C1=CC=C(CN2CCCC2)C=C1 (1-(4-but-3-ynyl-benzyl)-pyrrolidine), BrC1=NC=C(C=C1)Br (2,5-dibromopyridine), tetrakis-triphenylphosphane palladium, C(C)(C)NC(C)C (diisopropylamine). Reagents/catalysts: [Cu]I (CuI). The solvent is C1CCOC1 (THF), O (water). Run at temperature 40 celsius. Yields the product BrC=1C=CC(=NC1)C#CCCC1=CC=C(C=C1)CN1CCCC1 (5-bromo-2-[4-(4-pyrrolidin-1-ylmethyl-phenyl)-but-1-ynyl]-pyridine). Reaction SMILES: [CH2:1]([C:5]1[CH:16]=[CH:15][C:8]([CH2:9][N:10]2[CH2:14][CH2:13][CH2:12][CH2:11]2)=[CH:7][CH:6]=1)[CH2:2][C:3]#[CH:4].Br[C:18]1[CH:23]=[CH:22][C:21]([Br:24])=[CH:20][N:19]=1.C(NC(C)C)(C)C>C1COCC1.O.[Cu]I>[Br:24][C:21]1[CH:22]=[CH:23][C:18]([C:4]#[C:3][CH2:2][CH2:1][C:5]2[CH:16]=[CH:15][C:8]([CH2:9][N:10]3[CH2:14][CH2:13][CH2:12][CH2:11]3)=[CH:7][CH:6]=2)=[N:19][CH:20]=1. Procedure details: A mixture of 200 mg (0.94 mmol) 1-(4-but-3-ynyl-benzyl)-pyrrolidine, 222 mg (0.94 mmol) 2,5-dibromopyridine, 13.2 mg (0.02 mmol) tetrakis-triphenylphosphane-palladium, 3.6 mg (0.02 mmol) CuI and 0.27 mL diisopropylamine in 10 mL THF is heated for 4 h at 40° C. under an argon atmosphere. The reaction mixture is diluted with water, exhaustively extracted with EtOAc, the organic phase is washed with saturated, aqueous NaCl solution and dried over Na2SO4. After the desiccant and solvent have been el... The reactants are O=C1Cc2ccc(Br)cc2N1, COCCOC, CCO, [Na+], [Na+], O=C([O-])[O-], OB(O)Oc1ccccc1. Product: O=C1Cc2ccc(-c3ccccc3)cc2N1. As a reaction SMILES: [Br:1][c:2]1[cH:3][cH:4][c:5]2[c:9]([cH:10]1)[NH:8][C:7](=[O:11])[CH2:6]2.[CH2:28]([CH2:29][O:30][CH3:31])[O:32][CH3:33].[CH3:34][CH2:35][OH:36].[Na+:22].[Na+:23].[O-:24][C:25](=[O:26])[O-:27].[c:12]1([O:18][B:19]([OH:20])[OH:21])[cH:13][cH:14][cH:15][cH:16][cH:17]1>>[c:2]1(-[c:12]2[cH:13][cH:14][cH:15][cH:16][cH:17]2)[cH:3][cH:4][c:5]2[c:9]([cH:10]1)[NH:8][C:7](=[O:11])[CH2:6]2. Starting materials: NC=1C=C2C(C(=C(OC2=CC1)C1=CC2=C(OCO2)C=C1)O)=O (6-amino-2-(Benzo[1,3]dioxol-5-yl)-3-hydroxy-4H-chromen-4-one), C1(CCCCC1)NS(=O)(=O)Cl (cyclohexylamino sulfonylchloride). The solvent is N1=CC=CC=C1 (pyridine), O (water). Product: O1COC2=C1C=CC(=C2)C=2OC1=CC=C(C=C1C(C2O)=O)NS(=O)(=O)NC2CCCCC2 (N-[2-(Benzo[1,3]dioxol-5-yl)-3-hydroxy-4-oxo-4H-chromen-6-yl]-N′-cyclohexylsulfamide). Yield: 13.0%. Reaction SMILES: [NH2:1][C:2]1[CH:3]=[C:4]2[C:9](=[CH:10][CH:11]=1)[O:8][C:7]([C:12]1[CH:20]=[CH:19][C:15]3[O:16][CH2:17][O:18][C:14]=3[CH:13]=1)=[C:6]([OH:21])[C:5]2=[O:22].[CH:23]1([NH:29][S:30](Cl)(=[O:32])=[O:31])[CH2:28][CH2:27][CH2:26][CH2:25][CH2:24]1>N1C=CC=CC=1.O>[O:16]1[C:15]2[CH:19]=[CH:20][C:12]([C:7]3[O:8][C:9]4[C:4]([C:5](=[O:22])[C:6]=3[OH:21])=[CH:3][C:2]([NH:1][S:30]([NH:29][CH:23]3[CH2:28][CH2:27][CH2:26][CH2:25][CH2:24]3)(=[O:32])=[O:31])=[CH:11][CH:10]=4)=[CH:13][C:14]=2[O:18][CH2:17]1. Procedure: 30 mg (101 pmol) of 6-amino-2-(benzo[1,3]dioxol-5-yl)-3-hydroxy-4H-chromen-4-one obtained in Example 24 was dissolved in 3 ml of pyridine, and the mixture was reacted with excess amount of cyclohexylamino sulfonylchloride at room temperature for 15 hours. After the reaction was completed, the resulting product was diluted with 10 ml of water. The produced solid was filtered, washed with water and ethylether, and then dried to give 6 mg of the title compound in a yield of 13%. The reactants are C(CCCCC)N(C(=O)C1SC2=CC=CC=C2C(C1)=O)CCCCCC (N,N-Dihexyl-(4-oxo-thiochroman-2-yl)-carboxamide), C1(=CC=CC=C1)NN (phenylhydrazine). Reaction conditions: temperature 170 celsius, time 5 minute. The product is C(CCCCC)N(C(=O)C1SC2=C(C=3NC4=CC=CC=C4C13)C=CC=C2)CCCCCC (N,N-dihexyl-6,11-dihydro-5-thia-11-aza-benzo[a]fluoren-6-carboxamide). As a reaction SMILES: [CH2:1]([N:7]([CH2:21][CH2:22][CH2:23][CH2:24][CH2:25][CH3:26])[C:8]([CH:10]1[CH2:19][C:18](=O)[C:17]2[C:12](=[CH:13][CH:14]=[CH:15][CH:16]=2)[S:11]1)=[O:9])[CH2:2][CH2:3][CH2:4][CH2:5][CH3:6].[C:27]1([NH:33]N)[CH:32]=[CH:31][CH:30]=[CH:29][CH:28]=1>>[CH2:1]([N:7]([CH2:21][CH2:22][CH2:23][CH2:24][CH2:25][CH3:26])[C:8]([CH:10]1[C:19]2[C:32]3[C:27](=[CH:28][CH:29]=[CH:30][CH:31]=3)[NH:33][C:18]=2[C:17]2[CH:16]=[CH:15][CH:14]=[CH:13][C:12]=2[S:11]1)=[O:9])[CH2:2][CH2:3][CH2:4][CH2:5][CH3:6]. Reported procedure: N,N-Dihexyl-(4-oxo-thiochroman-2-yl)-carboxamide (1.00 g) and phenylhydrazine (0.26 ml) were stirred at 100° C. for 30 minutes, and the reaction mixture was dried under reduced pressure at 50° C. for 30 minutes. The residue, after addition of 1.44 g of anhydrous zinc chloride, was stirred at 170° C. for 5 minutes, and cooled to room temperature. To the reaction mixture was added ice water, followed by extracting with ethyl acetate. The extract was washed with 1N hydrochloric acid, a saturated aq... The reactants are CC(C)(C)OC(=O)N1CCc2ccc(Cl)c(CCl)c2CC1, Cc1csc(S)n1, [H-], [Na+], CN(C)C=O. The product is Cc1csc(SCc2c(Cl)ccc3c2CCN(C(=O)OC(C)(C)C)CC3)n1. As a reaction SMILES: [C:10]([CH3:11])([CH3:12])([CH3:13])[O:14][C:15](=[O:16])[N:17]1[CH2:18][CH2:19][c:20]2[c:21]([c:24]([CH2:29][Cl:30])[c:25]([Cl:28])[cH:26][cH:27]2)[CH2:22][CH2:23]1.[CH3:1][c:2]1[n:3][c:4]([SH:7])[s:5][cH:6]1.[H-:8].[Na+:9].[O:31]=[CH:32][N:33]([CH3:34])[CH3:35]>>[CH3:1][c:2]1[n:3][c:4]([S:7][CH2:29][c:24]2[c:21]3[c:20]([cH:27][cH:26][c:25]2[Cl:28])[CH2:19][CH2:18][N:17]([C:15]([O:14][C:10]([CH3:11])([CH3:12])[CH3:13])=[O:16])[CH2:23][CH2:22]3)[s:5][cH:6]1. Reactants: C(CCC)OCCOCC1C=CCCC1 (3-butoxyethoxymethylcyclohexene), C(C)(=O)OO (Peracetic acid), O (water). Run in C(Cl)Cl (methylene chloride), C(Cl)Cl (methylene chloride). Yields the product C(CCC)OCCOCC1CC2OC2CC1 (3-butoxyethoxymethyl-7-oxabicyclo[4.1.0]heptane). Reaction SMILES: [CH2:1]([O:5][CH2:6][CH2:7][O:8][CH2:9][CH:10]1[CH2:15][CH2:14][CH2:13][CH:12]=[CH:11]1)[CH2:2][CH2:3][CH3:4].C(OO)(=[O:18])C.O>C(Cl)Cl>[CH2:1]([O:5][CH2:6][CH2:7][O:8][CH2:9][CH:10]1[CH2:15][CH2:14][CH:13]2[CH:12]([O:18]2)[CH2:11]1)[CH2:2][CH2:3][CH3:4]. Procedure details: A 500 mL round bottom flask equipped with a stirrer bar was charged with 13.78 g (0.065 mol) 3-butoxyethoxymethylcyclohexene, and 100 niL of methylene chloride. Peracetic acid (15.5 g, 35 wt. % in acetic acid; 0.065 mol) in methylene chloride (80 mL) was added dropwise to above mixture over 30 min. in an ice bath. After the above mixture was reacted at room temperature overnight, 250 mL of water was added to above reaction mixture, the water layer was extracted with methylene chloride (2×150 mL)... The reactants are COc1ccc(S(=O)(=O)N(Cc2ccc(OC3CCCCO3)cc2)c2ccc(OCCN3CCCC3)cc2)cc1, CCO, Cl, C1COCCO1. The product is COc1ccc(S(=O)(=O)N(Cc2ccc(O)cc2)c2ccc(OCCN3CCCC3)cc2)cc1, Cl. RXN SMILES: [CH3:1][O:2][c:3]1[cH:4][cH:5][c:6]([S:9](=[O:10])(=[O:11])[N:12]([CH2:13][c:14]2[cH:15][cH:16][c:17]([O:20][CH:21]3[CH2:22][CH2:23][CH2:24][CH2:25][O:26]3)[cH:18][cH:19]2)[c:27]2[cH:28][cH:29][c:30]([O:33][CH2:34][CH2:35][N:36]3[CH2:37][CH2:38][CH2:39][CH2:40]3)[cH:31][cH:32]2)[cH:7][cH:8]1.[CH3:48][CH2:49][OH:50].[ClH:41].[O:42]1[CH2:43][CH2:44][O:45][CH2:46][CH2:47]1>>[CH3:1][O:2][c:3]1[cH:4][cH:5][c:6]([S:9](=[O:10])(=[O:11])[N:12]([CH2:13][c:14]2[cH:15][cH:16][c:17]([OH:20])[cH:18][cH:19]2)[c:27]2[cH:28][cH:29][c:30]([O:33][CH2:34][CH2:35][N:36]3[CH2:37][CH2:38][CH2:39][CH2:40]3)[cH:31][cH:32]2)[cH:7][cH:8]1.[ClH:41]. Reactants: C(C=C)Br (allyl bromide), C([O-])([O-])=O.[K+].[K+] (potassium carbonate), OC1=CC=C(C=C1)CC(=O)O (p-Hydroxyphenylacetic acid). Solvent: O (water), CN(C=O)C (dimethyl formamide). The product is C(C=C)OC1=CC=C(C=C1)CC(=O)O (p-allyloxyphenylacetic acid). RXN SMILES: [OH:1][C:2]1[CH:7]=[CH:6][C:5]([CH2:8][C:9]([OH:11])=[O:10])=[CH:4][CH:3]=1.[CH2:12](Br)[CH:13]=[CH2:14].C(=O)([O-])[O-].[K+].[K+]>CN(C)C=O.O>[CH2:14]([O:1][C:2]1[CH:3]=[CH:4][C:5]([CH2:8][C:9]([OH:11])=[O:10])=[CH:6][CH:7]=1)[CH:13]=[CH2:12] |f:2.3.4|. Procedure: p-Hydroxyphenylacetic acid (5.0 g) is dissolved in 30 ml of dimethyl formamide, 10 ml of allyl bromide and 10 g of anhydrous potassium carbonate are added thereto, and the mixture is heated at 70°-80° C. for six hours with stirring. The reaction solution is diluted with 300 ml of water, extracted with ether, the resulting extract is dissolved in 100 ml of methanol, and the mixture is heated to reflux for one hour with 30 ml of 15% aqueous solution of potassium carbonate. The reaction solution is... The reactants are [H-].[Na+].BrC=1C=C(C(=O)NC=2SC3=C(N2)C(=CC=C3C3OCCOC3)OC)C=CN1 ((+)-2-bromo-N-(7-[1,4]dioxan-2-yl-4-methoxy-benzothiazol-2-yl)-isonicotinamide sodium hydride), FC(CO)(F)F (2,2,2-trifluoroethanol), C(Cl)(Cl)Cl (CHCl3). Run in O1CCOCC1 (dioxane), CN(C)C=O (DMF). Product: O1C(COCC1)C1=CC=C(C=2N=C(SC21)NC(C2=CC(=NC=C2)OCC(F)(F)F)=O)OC ((+)-N-(7-[1,4]Dioxan-2-yl-4-methoxy-benzothiazol-2-yl)-2-(2,2,2-trifluoro-ethoxy)-isonicotinamide). Reaction SMILES: [H-].[Na+].Br[C:4]1[CH:5]=[C:6]([CH:27]=[CH:28][N:29]=1)[C:7]([NH:9][C:10]1[S:11][C:12]2[C:18]([CH:19]3[CH2:24][O:23][CH2:22][CH2:21][O:20]3)=[CH:17][CH:16]=[C:15]([O:25][CH3:26])[C:13]=2[N:14]=1)=[O:8].[F:30][C:31]([F:35])([F:34])[CH2:32][OH:33].C(Cl)(Cl)Cl>O1CCOCC1.CN(C=O)C>[O:20]1[CH2:21][CH2:22][O:23][CH2:24][CH:19]1[C:18]1[C:12]2[S:11][C:10]([NH:9][C:7](=[O:8])[C:6]3[CH:27]=[CH:28][N:29]=[C:4]([O:33][CH2:32][C:31]([F:35])([F:34])[F:30])[CH:5]=3)=[N:14][C:13]=2[C:15]([O:25][CH3:26])=[CH:16][CH:17]=1 |f:0.1.2|. Procedure details: From (+)-2-bromo-N-(7-[1,4]dioxan-2-yl-4-methoxy-benzothiazol-2-yl)-isonicotinamide sodium hydride and 2,2,2-trifluoroethanol in dioxane and DMF. [α]D20=+11.3° (c=0.11, CHCl3), ES-MS m/e (%): 470 (M+H+, 100). Reactants: resultant mixture, O1CC(NC(C2=C1C=CC=C2)=O)=O (2,3,4,5-tetrahydro-1,4-benzoxazepine-3,5-dione), C([O-])([O-])=O.[K+].[K+] (potassium carbonate), BrCCCCCl (1-bromo-4-chlorobutane), O1CCOCC1.Cl (hydrochloride dioxane). Solvent: CC(=O)C (acetone), P(=O)(Cl)(Cl)Cl (phosphorus oxychloride). Run at temperature 100 celsius, time 25 hour. Yields the product ClC1=COC2=C(C(N1CCCCCl)=O)C=CC=C2 (3-Chloro-4-(4-Chlorobutyl)-4,5-Dihydro-1,4-Benzoxazepin-5-One). Isolated yield 45.0%. RXN SMILES: [O:1]1[C:7]2[CH:8]=[CH:9][CH:10]=[CH:11][C:6]=2[C:5](=[O:12])[NH:4][C:3](=O)[CH2:2]1.C(=O)([O-])[O-].[K+].[K+].Br[CH2:21][CH2:22][CH2:23][CH2:24][Cl:25].O1CCOCC1.[ClH:32]>CC(C)=O.P(Cl)(Cl)(Cl)=O>[Cl:32][C:3]1[N:4]([CH2:21][CH2:22][CH2:23][CH2:24][Cl:25])[C:5](=[O:12])[C:6]2[CH:11]=[CH:10][CH:9]=[CH:8][C:7]=2[O:1][CH:2]=1 |f:1.2.3,5.6|. Procedure: 5.0 g of 2,3,4,5-tetrahydro-1,4-benzoxazepine-3,5-dione was dissolved in 100 ml of acetone, 7.8 g (2 equivalents) of potassium carbonate and 6.5 ml (2 equivalents) of 1-bromo-4-chlorobutane were added, and the mixture heated and refluxed for 8 hours. The resultant mixture was allowed to cool, then filtered. The filtrate was concentrated and the residue obtained was dissolved in 50 ml of phosphorus oxychloride. Further, 20 ml of 4N hydrochloride dioxane-solution was added and the mixture stirred ...